This data is from the Open Reaction Database (ORD), a public repository of structured organic reaction records. The task is: describe an organic reaction: reactants, conditions, products, and yield The reactants are C1CCOC1, O=C1CCC(N2C(=O)c3cccc(O)c3C2=O)C(=O)N1, c1ccc(P(c2ccccc2)c2ccccc2)cc1, OCc1ccc2ccccc2c1. The product is O=C1CCC(N2C(=O)c3cccc(OCc4ccc5ccccc5c4)c3C2=O)C(=O)N1. Reaction SMILES: [CH2:52]1[O:53][CH2:54][CH2:55][CH2:56]1.[O:32]=[C:33]1[NH:34][C:35](=[O:51])[CH2:36][CH2:37][CH:38]1[N:39]1[C:40](=[O:50])[c:41]2[cH:42][cH:43][cH:44][c:45]([OH:49])[c:46]2[C:47]1=[O:48].[c:1]1([P:2]([c:3]2[cH:4][cH:5][cH:6][cH:7][cH:8]2)[c:9]2[cH:10][cH:11][cH:12][cH:13][cH:14]2)[cH:15][cH:16][cH:17][cH:18][cH:19]1.[cH:20]1[c:21]([CH2:30][OH:31])[cH:22][cH:23][c:24]2[cH:25][cH:26][cH:27][cH:28][c:29]12>>[cH:20]1[c:21]([CH2:30][O:31][c:45]2[cH:44][cH:43][cH:42][c:41]3[c:46]2[C:47](=[O:48])[N:39]([CH:38]2[C:33](=[O:32])[NH:34][C:35](=[O:51])[CH2:36][CH2:37]2)[C:40]3=[O:50])[cH:22][cH:23][c:24]2[cH:25][cH:26][cH:27][cH:28][c:29]12. Reactants: ClC(Cl)Cl, O=S(Cl)Cl, O=C(O)Cc1ccc2ccccc2c1. Yields the product O=C(Cl)Cc1ccc2ccccc2c1. RXN SMILES: [CH:19]([Cl:20])([Cl:21])[Cl:22].[S:15]([Cl:16])([Cl:17])=[O:18].[cH:1]1[c:2]([CH2:11][C:12](=[O:13])[OH:14])[cH:3][cH:4][c:5]2[cH:6][cH:7][cH:8][cH:9][c:10]12>>[cH:1]1[c:2]([CH2:11][C:12](=[O:14])[Cl:17])[cH:3][cH:4][c:5]2[cH:6][cH:7][cH:8][cH:9][c:10]12. The reactants are sodium hydride-paraffin, COC1=CC=C(C=C1)C(CC(=O)O)CC(=O)O (3-(4-methoxyphenyl)glutaric acid), C(C)S (ethanethiol). Solvent: CN(C=O)C (dimethylformamide), CN(C=O)C (dimethylformamide), CN(C=O)C (dimethylformamide). Run at temperature 165 celsius, time 15 minute. Yields the product OC1=CC=C(C=C1)C(CC(=O)O)CC(=O)O (3-(4-hydroxyphenyl)-glutaric acid). The yield is 81.5%. As a reaction SMILES: C(S)C.C[O:5][C:6]1[CH:11]=[CH:10][C:9]([CH:12]([CH2:17][C:18]([OH:20])=[O:19])[CH2:13][C:14]([OH:16])=[O:15])=[CH:8][CH:7]=1>CN(C)C=O>[OH:5][C:6]1[CH:11]=[CH:10][C:9]([CH:12]([CH2:17][C:18]([OH:20])=[O:19])[CH2:13][C:14]([OH:16])=[O:15])=[CH:8][CH:7]=1. Procedure details: To a stirred suspension of 57% sodium hydride-paraffin (6.45 g), in dry dimethylformamide (70 ml) is slowly added ethanethiol (11.89 ml) in dry dimethylformamide (20 ml). After stirring the resultant slurry for 15 minutes, a solution of 3-(4-methoxyphenyl)glutaric acid (3.0 g) in dry dimethylformamide (20 ml) is added. The slurry is heated in a bath at 165° C. for 5.0 hours and most of the solvent is removed by distillation in vacuo. The residue is diluted with water, acidified with concentrated... Starting materials: COC=1C=C(C=CC1OC)C(C(C)([N+](=O)[O-])C)O (1-(3,4-dimethoxyphenyl)-2-methyl-2-nitropropanol), S(=O)(Cl)Cl (thionyl chloride). The solvent is C1=CC=CC=C1 (benzene). Product: COC=1C=C(C=CC1OC)C(C(C)([N+](=O)[O-])C)Cl (1-(3,4-dimethoxyphenyl)-1-chloro-2-methyl-2-nitropropane). RXN SMILES: [CH3:1][O:2][C:3]1[CH:4]=[C:5]([CH:11](O)[C:12]([CH3:17])([N+:14]([O-:16])=[O:15])[CH3:13])[CH:6]=[CH:7][C:8]=1[O:9][CH3:10].S(Cl)([Cl:21])=O>C1C=CC=CC=1>[CH3:1][O:2][C:3]1[CH:4]=[C:5]([CH:11]([Cl:21])[C:12]([CH3:17])([N+:14]([O-:16])=[O:15])[CH3:13])[CH:6]=[CH:7][C:8]=1[O:9][CH3:10]. Procedure details: A mixture of 6.2 g of 1-(3,4-dimethoxyphenyl)-2-methyl-2-nitropropanol, 3 ml of thionyl chloride and 40 ml of anhydrous benzene is refluxed for 4 hours. After the reaction, the reaction mixture is evaporated to remove solvent. The residue (dark brown oil) is distilled at 145° C. under reduced pressure (0.15 mm Hg). 4.6 g of 1-(3,4-dimethoxyphenyl)-1-chloro-2-methyl-2-nitropropane are thereby obtained as pale yellow prisms. Starting materials: C(C)[BH-](CC)CC.[Li+] (Lithium triethylborohydride), FC1=C(C=C(C(=C1)F)CNCC(F)(F)F)[C@@]12N=C(SC[C@@H]1C[C@@H](OC2)CF)NC(C2=CC=CC=C2)=O (N-[(4aR,6R,8aS)-8a-(2,4-difluoro-5-{[(2,2,2-trifluoroethyl)amino]methyl}phenyl)-6-(fluoromethyl)-4,4a,5,6,8,8a-hexahydropyrano[3,4-d][1,3]thiazin-2-yl]benzamide). Run in O1CCCC1 (tetrahydrofuran), ClCCl (dichloromethane). Conditions: time 16 hour. Product: FC1=C(C=C(C(=C1)F)CNCC(F)(F)F)[C@@]12N=C(SC[C@@H]1C[C@@H](OC2)C)NC(C2=CC=CC=C2)=O (N-[(4aR,6S,8aS)-8a-(2,4-difluoro-5-{[(2,2,2-trifluoroethyl)amino]methyl}phenyl)-6-methyl-4,4a,5,6,8,8a-hexahydropyrano[3,4-d][1,3]thiazin-2-yl]benzamide). Yield: 106.2%. RXN SMILES: C([BH-](CC)CC)C.[Li+].[F:9][C:10]1[CH:15]=[C:14]([F:16])[C:13]([CH2:17][NH:18][CH2:19][C:20]([F:23])([F:22])[F:21])=[CH:12][C:11]=1[C@:24]12[CH2:33][O:32][C@@H:31]([CH2:34]F)[CH2:30][C@H:29]1[CH2:28][S:27][C:26]([NH:36][C:37](=[O:44])[C:38]1[CH:43]=[CH:42][CH:41]=[CH:40][CH:39]=1)=[N:25]2>O1CCCC1.ClCCl>[F:9][C:10]1[CH:15]=[C:14]([F:16])[C:13]([CH2:17][NH:18][CH2:19][C:20]([F:23])([F:22])[F:21])=[CH:12][C:11]=1[C@:24]12[CH2:33][O:32][C@@H:31]([CH3:34])[CH2:30][C@H:29]1[CH2:28][S:27][C:26]([NH:36][C:37](=[O:44])[C:38]1[CH:39]=[CH:40][CH:41]=[CH:42][CH:43]=1)=[N:25]2 |f:0.1|. Procedure details: Lithium triethylborohydride (1.13 mL, 1.13 mmol) was added to a solution of N-[(4aR,6R,8aS)-8a-(2,4-difluoro-5-{[(2,2,2-trifluoroethyl)amino]methyl}phenyl)-6-(fluoromethyl)-4,4a,5,6,8,8a-hexahydropyrano[3,4-d][1,3]thiazin-2-yl]benzamide (C27) (60 mg, 0.11 mmol) in tetrahydrofuran (4 mL). The reaction mixture was allowed to stir at room temperature for 16 hours and then partitioned between ethyl acetate (25 mL) and a saturated aqueous solution of sodium bicarbonate (50 mL). The layers were separa... Procedure: A solution of {(S)-2-[(S)-2-(2-benzoimidazol-1-yl-pyridin-4-yl)-pyrrolidin-1-yl]-1-cyclohexyl-2-oxo-ethyl}-carbamic acid tert-butyl ester (70 mg, 0.14 mmol) in DCM (2 mL) is added TFA (2 mL). After stirring at room temperature for 1 h, the reaction mixture is concentrated down to give crude (S)-2-Amino-1-[(S)-2-(2-benzoimidazol-1-yl-pyridin-4-yl)-pyrrolidin-1-yl]-2-cyclohexyl-ethanone, which is used in next step without further purification. Reaction SMILES: C(OC(=O)[NH:7][C@@H:8]([CH:31]1[CH2:36][CH2:35][CH2:34][CH2:33][CH2:32]1)[C:9]([N:11]1[CH2:15][CH2:14][CH2:13][C@H:12]1[C:16]1[CH:21]=[CH:20][N:19]=[C:18]([N:22]2[C:26]3[CH:27]=[CH:28][CH:29]=[CH:30][C:25]=3[N:24]=[CH:23]2)[CH:17]=1)=[O:10])(C)(C)C.C(O)(C(F)(F)F)=O>C(Cl)Cl>[NH2:7][C@@H:8]([CH:31]1[CH2:36][CH2:35][CH2:34][CH2:33][CH2:32]1)[C:9]([N:11]1[CH2:15][CH2:14][CH2:13][C@H:12]1[C:16]1[CH:21]=[CH:20][N:19]=[C:18]([N:22]2[C:26]3[CH:27]=[CH:28][CH:29]=[CH:30][C:25]=3[N:24]=[CH:23]2)[CH:17]=1)=[O:10]. Run in C(Cl)Cl (DCM). Conditions: time 1 hour. Yields the product N[C@H](C(=O)N1[C@@H](CCC1)C1=CC(=NC=C1)N1C=NC2=C1C=CC=C2)C2CCCCC2 ((S)-2-Amino-1-[(S)-2-(2-benzoimidazol-1-yl-pyridin-4-yl)-pyrrolidin-1-yl]-2-cyclohexyl-ethanone). The reactants are C(C)(C)(C)OC(N[C@H](C(=O)N1[C@@H](CCC1)C1=CC(=NC=C1)N1C=NC2=C1C=CC=C2)C2CCCCC2)=O ({(S)-2-[(S)-2-(2-benzoimidazol-1-yl-pyridin-4-yl)-pyrrolidin-1-yl]-1-cyclohexyl-2-oxo-ethyl}-carbamic acid tert-butyl ester), C(=O)(C(F)(F)F)O (TFA). Starting materials: OC1=C(C=NC2=C1C(=NC=1N2N=C(C1)C)C)C(=O)OCC (6-hydroxy-2,5-dimethylpyrazolo[1,5-a]pyrido[3,2-e]pyrimidine-7-carboxylic acid, ethyl ester), P(=O)(Cl)(Cl)Cl (phosphorous oxychloride). Reaction conditions: time 5 hour. Product: ClC1=C(C=NC2=C1C(=NC=1N2N=C(C1)C)C)C(=O)OCC (6-chloro-2,5-dimethylpyrazolo[1,5-a]pyrido[3,2-e]pyrimidine-7-carboxylic acid, ethyl ester). RXN SMILES: O[C:2]1[C:7]2[C:8]([CH3:16])=[N:9][C:10]3[N:11]([N:12]=[C:13]([CH3:15])[CH:14]=3)[C:6]=2[N:5]=[CH:4][C:3]=1[C:17]([O:19][CH2:20][CH3:21])=[O:18].P(Cl)(Cl)([Cl:24])=O>>[Cl:24][C:2]1[C:7]2[C:8]([CH3:16])=[N:9][C:10]3[N:11]([N:12]=[C:13]([CH3:15])[CH:14]=3)[C:6]=2[N:5]=[CH:4][C:3]=1[C:17]([O:19][CH2:20][CH3:21])=[O:18]. Reported procedure: 13.4 g. of 6-hydroxy-2,5-dimethylpyrazolo[1,5-a]pyrido[3,2-e]pyrimidine-7-carboxylic acid, ethyl ester (0.05 mol.) and 100 ml. of phosphorous oxychloride are refluxed with stirring for 5 hours. The excess of chlorinating agent is distilled off and the dark residue is poured into ice-water. 6-Chloro-2,5-dimethylpyrazolo[1,5-a]pyrido[3,2-e]pyrimidine-7-carboxylic acid, ethyl ester precipitates, yield 6.4 g. (42%), m.p. 143°-145° (ethyl acetate). The reactants are CCOC(=O)C(=O)C(=O)OCC, CCNc1ccc(S(=O)(=O)C(F)(F)F)cc1N, CCCCCOC(=O)c1nc2cc(S(=O)(=O)C(F)(F)F)ccc2n1CC, CCCCCO, CCO, [Na+], [OH-]. Product: CCn1c(C(=O)O)nc2cc(S(=O)(=O)C(F)(F)F)ccc21. RXN SMILES: [CH2:18]([O:19][C:20](=[O:21])[C:22](=[O:23])[C:24]([O:25][CH2:26][CH3:27])=[O:28])[CH3:29].[CH2:1]([NH:2][c:3]1[c:4]([NH2:5])[cH:6][c:7]([S:8]([C:9]([F:10])([F:11])[F:12])(=[O:13])=[O:14])[cH:15][cH:16]1)[CH3:17].[CH2:30]([CH2:31][CH2:32][CH2:33][CH3:34])[O:35][C:36](=[O:37])[c:38]1[n:39][c:40]2[c:41]([n:42]1[CH2:43][CH3:44])[cH:45][cH:46][c:47]([S:49](=[O:50])(=[O:51])[C:52]([F:53])([F:54])[F:55])[cH:48]2.[CH2:56]([OH:57])[CH2:58][CH2:59][CH2:60][CH3:61].[CH3:62][CH2:63][OH:64].[Na+:66].[OH-:65]>>[O:35]=[C:36]([OH:37])[c:38]1[n:39][c:40]2[c:41]([n:42]1[CH2:43][CH3:44])[cH:45][cH:46][c:47]([S:49](=[O:50])(=[O:51])[C:52]([F:53])([F:54])[F:55])[cH:48]2. Reactants: ClC1=C(C=CC=C1)CCN1C[C@@H](CC1)NC=1N=CC(=NC1)/C=C/C(=O)NOC1OCCCC1 ((2E)-3-[5-({(3R)-1-[2-(2-chlorophenyl)ethyl]-3-pyrrolidinyl}amino)-2-pyrazinyl]-N-(tetrahydro-2H-pyran-2-yloxy)acrylamide), Cl (HCl). Solvent: CCO (EtOH), CCO (EtOH). Run at temperature 22.5 celsius, time 2 hour. The product is Cl.Cl.ClC1=C(C=CC=C1)CCN1C[C@@H](CC1)NC=1N=CC(=NC1)/C=C/C(=O)NO ((2E)-3-[5-({(3R)-1-[2-(2-chlorophenyl)ethyl]-3-pyrrolidinyl}amino)-2-pyrazinyl]-N-hydroxyacrylamide dihydrochloride). As a reaction SMILES: [Cl:1][C:2]1[CH:7]=[CH:6][CH:5]=[CH:4][C:3]=1[CH2:8][CH2:9][N:10]1[CH2:14][CH2:13][C@@H:12]([NH:15][C:16]2[N:17]=[CH:18][C:19](/[CH:22]=[CH:23]/[C:24]([NH:26][O:27]C3CCCCO3)=[O:25])=[N:20][CH:21]=2)[CH2:11]1.[ClH:34]>CCO>[ClH:1].[ClH:34].[Cl:1][C:2]1[CH:7]=[CH:6][CH:5]=[CH:4][C:3]=1[CH2:8][CH2:9][N:10]1[CH2:14][CH2:13][C@@H:12]([NH:15][C:16]2[N:17]=[CH:18][C:19](/[CH:22]=[CH:23]/[C:24]([NH:26][OH:27])=[O:25])=[N:20][CH:21]=2)[CH2:11]1 |f:3.4.5|. Reported procedure: To a solution of (2E)-3-[5-({(3R)-1-[2-(2-chlorophenyl)ethyl]-3-pyrrolidinyl}amino)-2-pyrazinyl]-N-(tetrahydro-2H-pyran-2-yloxy)acrylamide (95 mg) in EtOH (1 mL) was added a 2N—HCl solution in EtOH (0.5 mL) and the mixture was stirred at 20-25° C. for 2 hours. After removal of EtOH by evaporation, IPE (2 mL) was added to the mixture to give a solid. The solid was collected by filtration and dried under reduced pressure to give (2E)-3-[5-({(3R)-1-[2-(2-chlorophenyl)ethyl]-3-pyrrolidinyl}amino)-2-...